This data is from the Open Reaction Database (ORD), a public repository of structured organic reaction records. The task is: describe an organic reaction: reactants, conditions, products, and yield Starting materials: COC(CNCC1=C(C=C(C(=C1)OC)OC)[N+](=O)[O-])OC (N-(2,2-dimethoxyethyl)-2-nitro-4,5-dimethoxybenzylamine). Reagents/catalysts: [Pd] (palladium). Run in C(C)O (ethanol). Yields the product COC(CNCC1=C(C=C(C(=C1)OC)OC)N)OC (N-(2,2-dimethoxyethyl)-2-amino-4,5-dimethoxy-benzylamine). As a reaction SMILES: [CH3:1][O:2][CH:3]([O:20][CH3:21])[CH2:4][NH:5][CH2:6][C:7]1[CH:12]=[C:11]([O:13][CH3:14])[C:10]([O:15][CH3:16])=[CH:9][C:8]=1[N+:17]([O-])=O>C(O)C.[Pd]>[CH3:21][O:20][CH:3]([O:2][CH3:1])[CH2:4][NH:5][CH2:6][C:7]1[CH:12]=[C:11]([O:13][CH3:14])[C:10]([O:15][CH3:16])=[CH:9][C:8]=1[NH2:17]. Procedure details: 1.2 g of N-(2,2-dimethoxyethyl)-2-nitro-4,5-dimethoxybenzylamine are dissolved in 20 ml of ethanol, and then hydrogenated at room temperature and at normal pressure, in the presence of 300 mg of palladium catalyst (10% on carbon). After filtering off the catalyst and evaporating the filtrate, the heading compound remains as an almost colourless oil, which is used in the next stage (e) without further purification. Reactants: ClC1=CC2=C(N=C(S2)S)C(=C1)C (6-chloro-2-mercapto-4-methylbenzothiazole), C1(\C=C/C(=O)O1)=O (maleic anhydride), OS(=O)(=O)O (H2SO4). Yields the product ClC1=CC2=C(N=C(S2)C(C(=S)O)CC(=O)O)C(=C1)C (6-Chloro-4-methylbenzothiazol-2-ylthiosuccinic acid). RXN SMILES: [Cl:1][C:2]1[CH:11]=[C:10]([CH3:12])[C:5]2[N:6]=[C:7](S)[S:8][C:4]=2[CH:3]=1.[C:13]1(=[O:19])[O:18][C:16](=[O:17])[CH:15]=[CH:14]1.O[S:21](O)(=O)=O>>[Cl:1][C:2]1[CH:11]=[C:10]([CH3:12])[C:5]2[N:6]=[C:7]([CH:14]([CH2:15][C:16]([OH:18])=[O:17])[C:13]([OH:19])=[S:21])[S:8][C:4]=2[CH:3]=1. Reported procedure: 8.6 g of 6-chloro-2-mercapto-4-methylbenzothiazole are reacted with 4.4 g of maleic anhydride in 70% H2SO4 at 47°-50° as described in Example 1. The crude product is purified by reprecipitation from NaHCO3 solution. 6-Chloro-4-methylbenzothiazol-2-ylthiosuccinic acid of melting point 168°-171°, with decomposition, is obtained.